From a dataset of the Open Reaction Database (ORD), a public repository of structured organic reaction records. describe an organic reaction: reactants, conditions, products, and yield Starting materials: CC(C)O, Clc1ncc(-c2ccc3cnccc3c2)o1, CS(=O)(=O)Nc1cccc(N)c1. Yields the product CS(=O)(=O)Nc1cccc(Nc2ncc(-c3ccc4cnccc4c3)o2)c1. Reaction SMILES: [CH3:29][CH:30]([OH:31])[CH3:32].[Cl:1][c:2]1[o:3][c:4](-[c:7]2[cH:8][c:9]3[cH:10][cH:11][n:12][cH:13][c:14]3[cH:15][cH:16]2)[cH:5][n:6]1.[NH2:17][c:18]1[cH:19][c:20]([NH:24][S:25](=[O:26])(=[O:27])[CH3:28])[cH:21][cH:22][cH:23]1>>[c:2]1([NH:17][c:18]2[cH:19][c:20]([NH:24][S:25](=[O:26])(=[O:27])[CH3:28])[cH:21][cH:22][cH:23]2)[o:3][c:4](-[c:7]2[cH:8][c:9]3[cH:10][cH:11][n:12][cH:13][c:14]3[cH:15][cH:16]2)[cH:5][n:6]1. Reactants: C1CCOC1, O=C=Nc1ccc(F)cc1, CCCn1c(=O)c2[nH]c(-c3ccc(NCC4CCCO4)nc3)cc2n(CCC)c1=O. Yields the product CCCn1c(=O)c2[nH]c(-c3ccc(N(CC4CCCO4)C(=O)Nc4ccc(F)cc4)nc3)cc2n(CCC)c1=O. RXN SMILES: [CH2:41]1[O:42][CH2:43][CH2:44][CH2:45]1.[F:31][c:32]1[cH:33][cH:34][c:35]([N:38]=[C:39]=[O:40])[cH:36][cH:37]1.[O:1]1[CH:2]([CH2:6][NH:7][c:8]2[cH:9][cH:10][c:11](-[c:14]3[cH:15][c:16]4[n:17]([CH2:28][CH2:29][CH3:30])[c:18](=[O:27])[n:19]([CH2:24][CH2:25][CH3:26])[c:20](=[O:23])[c:21]4[nH:22]3)[cH:12][n:13]2)[CH2:3][CH2:4][CH2:5]1>>[O:1]1[CH:2]([CH2:6][N:7]([c:8]2[cH:9][cH:10][c:11](-[c:14]3[cH:15][c:16]4[n:17]([CH2:28][CH2:29][CH3:30])[c:18](=[O:27])[n:19]([CH2:24][CH2:25][CH3:26])[c:20](=[O:23])[c:21]4[nH:22]3)[cH:12][n:13]2)[C:39]([NH:38][c:35]2[cH:34][cH:33][c:32]([F:31])[cH:37][cH:36]2)=[O:40])[CH2:3][CH2:4][CH2:5]1.